Dataset: the Open Reaction Database (ORD), a public repository of structured organic reaction records. Task: describe an organic reaction: reactants, conditions, products, and yield Starting materials: COC(=O)c1cc2cc(NC(C)=O)ccc2n1Cc1ccc(Cl)c(Cl)c1, Cl, [I-], [Li+], c1ccncc1. The product is CC(=O)Nc1ccc2c(c1)cc(C(=O)O)n2Cc1ccc(Cl)c(Cl)c1. As a reaction SMILES: [Cl:1][c:2]1[cH:3][c:4]([CH2:5][n:6]2[c:7]([C:19](=[O:20])[O:21][CH3:22])[cH:8][c:9]3[cH:10][c:11]([NH:15][C:16]([CH3:17])=[O:18])[cH:12][cH:13][c:14]23)[cH:23][cH:24][c:25]1[Cl:26].[ClH:29].[I-:27].[Li+:28].[cH:30]1[cH:31][cH:32][n:33][cH:34][cH:35]1>>[Cl:1][c:2]1[cH:3][c:4]([CH2:5][n:6]2[c:7]([C:19](=[O:20])[OH:21])[cH:8][c:9]3[cH:10][c:11]([NH:15][C:16]([CH3:17])=[O:18])[cH:12][cH:13][c:14]23)[cH:23][cH:24][c:25]1[Cl:26]. Starting materials: FC1=CC=C(C=C1)C1CC(=NO1)C=1C=C(C=CC1)\C=C/CNO ((Z)-N-[3-(3-[4,5-dihydro-5-(4-fluorophenyl)isoxazol-3-yl]phenyl)-2-propen-1-yl]-N-hydroxylamine), [Si](C)(C)(C)N=C=O (TMSNCO), CO (Methanol). Run in C1CCOC1 (THF). Run at time 1 hour. Yields the product FC1=CC=C(C=C1)C1CC(=NO1)C=1C=C(C=CC1)\C=C/CN(C(=O)N)O ((Z)-N-[3-(3-[4,5-dihydro-5-(4-fluorophenyl)isoxazol-3-yl]phenyl)-2-propen-1-yl]-N-hydroxyurea). Yield: 45.0%. RXN SMILES: [F:1][C:2]1[CH:7]=[CH:6][C:5]([CH:8]2[O:12][N:11]=[C:10]([C:13]3[CH:14]=[C:15](/[CH:19]=[CH:20]\[CH2:21][NH:22][OH:23])[CH:16]=[CH:17][CH:18]=3)[CH2:9]2)=[CH:4][CH:3]=1.[Si]([N:28]=[C:29]=[O:30])(C)(C)C.CO>C1COCC1>[F:1][C:2]1[CH:3]=[CH:4][C:5]([CH:8]2[O:12][N:11]=[C:10]([C:13]3[CH:14]=[C:15](/[CH:19]=[CH:20]\[CH2:21][N:22]([OH:23])[C:29]([NH2:28])=[O:30])[CH:16]=[CH:17][CH:18]=3)[CH2:9]2)=[CH:6][CH:7]=1. Procedure: To a solution of the product of Step 5, above (17, 0.66 g, 2.1 mmol), in THF (10 ml) was added TMSNCO (0.42 ml, 3.1 mmol) under a nitrogen atmosphere and the reaction mixture was stirred at room temperature for 1 hour. Methanol (5 ml) was then added and after stirring for 10 minutes, solvent was removed under reduced pressure. The residue was recrystallized from ethyl acetate/methanol to afford the title compound (18, 340 mg, 45% yield) as colorless solids.